From a dataset of the Open Reaction Database (ORD), a public repository of structured organic reaction records. describe an organic reaction: reactants, conditions, products, and yield Reactants: COc1ccc(N2CC(C)NC(C)C2)cc1NS(=O)(=O)c1ccc(Br)cc1F, Cc1csc(B(O)O)c1, CC(C)(C)[O-], COCCOC, [K+], O, c1ccc(P(c2ccccc2)(c2ccccc2)[Pd](P(c2ccccc2)(c2ccccc2)c2ccccc2)(P(c2ccccc2)(c2ccccc2)c2ccccc2)P(c2ccccc2)(c2ccccc2)c2ccccc2)cc1. Yields the product COc1ccc(N2CC(C)NC(C)C2)cc1NS(=O)(=O)c1ccc(-c2cc(C)cs2)cc1F. As a reaction SMILES: [Br:1][c:2]1[cH:3][c:4]([F:28])[c:5]([S:8](=[O:9])(=[O:10])[NH:11][c:12]2[c:13]([O:26][CH3:27])[cH:14][cH:15][c:16]([N:18]3[CH2:19][CH:20]([CH3:25])[NH:21][CH:22]([CH3:24])[CH2:23]3)[cH:17]2)[cH:6][cH:7]1.[CH3:29][c:30]1[cH:31][c:32]([B:35]([OH:36])[OH:37])[s:33][cH:34]1.[CH3:38][C:39]([CH3:40])([O-:41])[CH3:42].[CH3:44][O:45][CH2:46][CH2:47][O:48][CH3:49].[K+:43].[OH2:50].[cH:51]1[cH:52][cH:53][c:54]([P:55]([Pd:56]([P:57]([c:58]2[cH:59][cH:60][cH:61][cH:62][cH:63]2)([c:64]2[cH:65][cH:66][cH:67][cH:68][cH:69]2)[c:70]2[cH:71][cH:72][cH:73][cH:74][cH:75]2)([P:76]([c:77]2[cH:78][cH:79][cH:80][cH:81][cH:82]2)([c:83]2[cH:84][cH:85][cH:86][cH:87][cH:88]2)[c:89]2[cH:90][cH:91][cH:92][cH:93][cH:94]2)[P:95]([c:96]2[cH:97][cH:98][cH:99][cH:100][cH:101]2)([c:102]2[cH:103][cH:104][cH:105][cH:106][cH:107]2)[c:108]2[cH:109][cH:110][cH:111][cH:112][cH:113]2)([c:114]2[cH:115][cH:116][cH:117][cH:118][cH:119]2)[c:120]2[cH:121][cH:122][cH:123][cH:124][cH:125]2)[cH:126][cH:127]1>>[c:2]1(-[c:32]2[cH:31][c:30]([CH3:29])[cH:34][s:33]2)[cH:3][c:4]([F:28])[c:5]([S:8](=[O:9])(=[O:10])[NH:11][c:12]2[c:13]([O:26][CH3:27])[cH:14][cH:15][c:16]([N:18]3[CH2:19][CH:20]([CH3:25])[NH:21][CH:22]([CH3:24])[CH2:23]3)[cH:17]2)[cH:6][cH:7]1. The reactants are BrCC1CCCCO1, CC(C)c1nc(CCl)cs1, N#Cc1cccc2c1NC(=O)C21COc2cc3c(cc21)OCO3. Product: CC(C)c1nc(CN2C(=O)C3(COc4cc5c(cc43)OCO5)c3cccc(C#N)c32)cs1. RXN SMILES: [Br:11][CH2:12][CH:13]1[CH2:14][CH2:15][CH2:16][CH2:17][O:18]1.[Cl:1][CH2:2][c:3]1[n:4][c:5]([CH:8]([CH3:9])[CH3:10])[s:6][cH:7]1.[O:19]=[C:20]1[NH:21][c:22]2[c:23]([C:40]#[N:41])[cH:24][cH:25][cH:26][c:27]2[C:28]12[CH2:29][O:30][c:31]1[c:32]2[cH:33][c:34]2[c:35]([cH:39]1)[O:36][CH2:37][O:38]2>>[CH2:2]([c:3]1[n:4][c:5]([CH:8]([CH3:9])[CH3:10])[s:6][cH:7]1)[N:21]1[C:20](=[O:19])[C:28]2([c:27]3[c:22]1[c:23]([C:40]#[N:41])[cH:24][cH:25][cH:26]3)[CH2:29][O:30][c:31]1[c:32]2[cH:33][c:34]2[c:35]([cH:39]1)[O:36][CH2:37][O:38]2. Starting materials: NN1CCC(N2CCCC2)CC1, CC(Oc1nc(-c2ccc(C(=O)O)cc2)cnc1N)c1c(Cl)cccc1Cl. Product: CC(Oc1nc(-c2ccc(C(=O)N3CCC(N4CCCC4)CC3)cc2)cnc1N)c1c(Cl)cccc1Cl. Reaction SMILES: [N:28]1([CH:33]2[CH2:34][CH2:35][N:36]([NH2:39])[CH2:37][CH2:38]2)[CH2:29][CH2:30][CH2:31][CH2:32]1.[NH2:1][c:2]1[n:3][cH:4][c:5](-[c:19]2[cH:20][cH:21][c:22]([C:23](=[O:24])[OH:25])[cH:26][cH:27]2)[n:6][c:7]1[O:8][CH:9]([CH3:10])[c:11]1[c:12]([Cl:18])[cH:13][cH:14][cH:15][c:16]1[Cl:17]>>[NH2:1][c:2]1[n:3][cH:4][c:5](-[c:19]2[cH:20][cH:21][c:22]([C:23](=[O:24])[N:36]3[CH2:35][CH2:34][CH:33]([N:28]4[CH2:29][CH2:30][CH2:31][CH2:32]4)[CH2:38][CH2:37]3)[cH:26][cH:27]2)[n:6][c:7]1[O:8][CH:9]([CH3:10])[c:11]1[c:12]([Cl:18])[cH:13][cH:14][cH:15][c:16]1[Cl:17]. Reactants: CCCCCC(=O)C=P(c1ccccc1)(c1ccccc1)c1ccccc1, O=CC1CC(OC2CCCCO2)C(O)C1CCCCCCCO, C1CCOC1. Yields the product CCCCCC(=O)C=CC1CC(OC2CCCCO2)C(O)C1CCCCCCCO. Reaction SMILES: [C:24]([CH2:25][CH2:26][CH2:27][CH2:28][CH3:29])(=[O:30])[CH:31]=[P:32]([c:33]1[cH:34][cH:35][cH:36][cH:37][cH:38]1)([c:39]1[cH:40][cH:41][cH:42][cH:43][cH:44]1)[c:45]1[cH:46][cH:47][cH:48][cH:49][cH:50]1.[CH:1](=[O:2])[CH:3]1[CH:4]([CH2:16][CH2:17][CH2:18][CH2:19][CH2:20][CH2:21][CH2:22][OH:23])[CH:5]([OH:15])[CH:6]([O:8][CH:9]2[O:10][CH2:11][CH2:12][CH2:13][CH2:14]2)[CH2:7]1.[O:51]1[CH2:52][CH2:53][CH2:54][CH2:55]1>>[CH:1]([CH:3]1[CH:4]([CH2:16][CH2:17][CH2:18][CH2:19][CH2:20][CH2:21][CH2:22][OH:23])[CH:5]([OH:15])[CH:6]([O:8][CH:9]2[O:10][CH2:11][CH2:12][CH2:13][CH2:14]2)[CH2:7]1)=[CH:31][C:24]([CH2:25][CH2:26][CH2:27][CH2:28][CH3:29])=[O:30]. Reactants: ClCCCN1CCCC1 (1-(3-Chloropropyl)pyrrolidine). The solvent is CO (methanol). Product: [Cl-].C1CC[N+]12CCCC2 (4-azoniaspiro[3,4]octane chloride). RXN SMILES: [Cl:1][CH2:2][CH2:3][CH2:4][N:5]1[CH2:9][CH2:8][CH2:7][CH2:6]1>CO>[Cl-:1].[CH2:2]1[N+:5]2([CH2:9][CH2:8][CH2:7][CH2:6]2)[CH2:4][CH2:3]1 |f:2.3|. Procedure details: 1-(3-Chloropropyl)pyrrolidine (1.142 g) was dissolved in methanol (38 ml) and the solution refluxed overnight. The solution was evaporated to dryness on a rotary evaporator to give 4-azoniaspiro[3,4]octane chloride as an impure oil. Reactants: NC1=NC=C(C=C1Cl)Cl (2-amino-3,5-dichloropyridine), Cl (HCl), [OH-].[K+] (potassium hydroxide), ClC1=C(C=C(C(=C1[N+](=O)[O-])Cl)[N+](=O)[O-])C(F)(F)F (2,4-dichloro-3,5-dinitrobenzotrifluoride). The solvent is O (water), CN(C=O)C (dimethylformamide). Run at time 2 hour. Yields the product ClC=1C(=NC=C(C1)Cl)NC1=C(C(=C(C=C1[N+](=O)[O-])C(F)(F)F)Cl)[N+](=O)[O-] (N-(3,5-dichloro-2-pyridyl)-2,6-dinitro-3-chloro-4-trifluoromethylaniline). As a reaction SMILES: [NH2:1][C:2]1[C:7]([Cl:8])=[CH:6][C:5]([Cl:9])=[CH:4][N:3]=1.[OH-].[K+].[Cl:12][C:13]1[C:18]([N+:19]([O-:21])=[O:20])=[C:17](Cl)[C:16]([N+:23]([O-:25])=[O:24])=[CH:15][C:14]=1[C:26]([F:29])([F:28])[F:27].Cl>O.CN(C)C=O>[Cl:8][C:7]1[C:2]([NH:1][C:17]2[C:16]([N+:23]([O-:25])=[O:24])=[CH:15][C:14]([C:26]([F:27])([F:28])[F:29])=[C:13]([Cl:12])[C:18]=2[N+:19]([O-:21])=[O:20])=[N:3][CH:4]=[C:5]([Cl:9])[CH:6]=1 |f:1.2|. Procedure details: In 20 ml. of dimethylformamide, 1.63 g. of 2-amino-3,5-dichloropyridine was dissolved and 0.73 g. of powdery potassium hydroxide was added with stirring. After the addition, 3.06 g. of 2,4-dichloro-3,5-dinitrobenzotrifluoride was added during 10 minutes. The reaction was continued for about 2 hours. After the reaction, the reaction mixture was poured into water and acidified with conc. HCl and the product was extracted with methylene chloride. The extracted layer was washed with water and dehydr... Reactants: C[C@]12CC[C@@H]3C=4C=CC(=CC4CC[C@H]3[C@@H]1CCC2=O)O (estrone), N1C=NC=C1 (imidazole), C(C)(C)(C)[Si](Cl)(C)C (tert-butyldimethylchlorosilane). Run in CN(C)C=O (DMF). Reaction conditions: time 18 hour. Product: [Si](C)(C)(C(C)(C)C)OC1=CC=2CC[C@H]3[C@@H]4CCC([C@@]4(C)CC[C@@H]3C2C=C1)=O (3-tert-butyldimethylsilyloxyestra-1,3,5(10)-trien-17-one). Yield: 98.8%. As a reaction SMILES: [CH3:1][C@@:2]12[C:18](=[O:19])[CH2:17][CH2:16][C@H:15]1[C@H:14]1[C@@H:5]([C:6]3[CH:7]=[CH:8][C:9]([OH:20])=[CH:10][C:11]=3[CH2:12][CH2:13]1)[CH2:4][CH2:3]2.N1C=CN=C1.[C:26]([Si:30]([CH3:33])([CH3:32])Cl)([CH3:29])([CH3:28])[CH3:27]>CN(C=O)C>[Si:30]([O:20][C:9]1[CH:8]=[CH:7][C:6]2[C@@H:5]3[C@H:14]([C@H:15]4[C@@:2]([CH2:3][CH2:4]3)([CH3:1])[C:18](=[O:19])[CH2:17][CH2:16]4)[CH2:13][CH2:12][C:11]=2[CH:10]=1)([C:26]([CH3:29])([CH3:28])[CH3:27])([CH3:33])[CH3:32]. Reported procedure: To a solution of estrone (18, 8.10 g, 30.0 mmol) in DMF (25 mL) were added imidazole (3.07 g, 45 mmol) and tert-butyldimethylchlorosilane (5.42 g, 36 mmol) at room temperature. The reaction mixture was stirred for 18 h and then quenched with H2O (100 mL). The precipitate was collected by filtration and washed with H2O to afford 11.4 g of 50 (99% yield), m.p. 171°-172° C. Starting materials: COC(COC(C1=CC=CC=C1)=O)OC (2-benzoyloxyacetaldehyde dimethyl acetal), 1,2-mercaptoethanol, O.C1(=CC=C(C=C1)S(=O)(=O)O)C (p-toluenesulfonic acid monohydrate). The solvent is C1(=CC=CC=C1)C (toluene). Product: C(C1=CC=CC=C1)(=O)OCC1OCCS1 (2-benzoyloxymethyl-1,3-oxathiolane). Isolated yield 5173.6%. As a reaction SMILES: CO[CH:3]([O:14][CH3:15])[CH2:4][O:5][C:6](=[O:13])[C:7]1[CH:12]=[CH:11][CH:10]=[CH:9][CH:8]=1.O.C1(C)C=C[C:20]([S:23](O)(=O)=O)=CC=1>C1(C)C=CC=CC=1>[C:6]([O:5][CH2:4][CH:3]1[S:23][CH2:20][CH2:15][O:14]1)(=[O:13])[C:7]1[CH:8]=[CH:9][CH:10]=[CH:11][CH:12]=1 |f:1.2|. Reported procedure: Aliquots of 2-benzoyloxyacetaldehyde dimethyl acetal (50.0 g) prepared according to Example 1,2-mercaptoethanol (20.4 g), p-toluenesulfonic acid monohydrate (0.90 g) and toluene (250 mL) were placed in a three-neck flask, followed by heating. By-produced methanol was distilled off with the solvent. After distilling off about 150 mL, the reaction mixture was cooled to room temperature, was washed with a saturated aqueous sodium hydrogen carbonate solution and water and was dried over anhydrous so... Reactants: CC(C)(CO)CC1NC(C(=O)OC(C)(C)C)C(c2cccc(Cl)c2F)C12C(=O)Nc1cc(Cl)ccc12, CC(=O)Cl, C1CCOC1, c1ccncc1. The product is CC(=O)OCC(C)(C)CC1NC(C(=O)OC(C)(C)C)C(c2cccc(Cl)c2F)C12C(=O)Nc1cc(Cl)ccc12. As a reaction SMILES: [C:1]([CH3:2])([CH3:3])([CH3:4])[O:5][C:6](=[O:7])[CH:8]1[CH:9]([c:29]2[c:30]([F:36])[c:31]([Cl:35])[cH:32][cH:33][cH:34]2)[C:10]2([C:11](=[O:20])[NH:12][c:13]3[cH:14][c:15]([Cl:19])[cH:16][cH:17][c:18]32)[CH:21]([CH2:23][C:24]([CH2:25][OH:26])([CH3:27])[CH3:28])[NH:22]1.[CH3:43][C:44]([Cl:45])=[O:46].[O:47]1[CH2:48][CH2:49][CH2:50][CH2:51]1.[cH:37]1[cH:38][cH:39][n:40][cH:41][cH:42]1>>[C:1]([CH3:2])([CH3:3])([CH3:4])[O:5][C:6](=[O:7])[CH:8]1[CH:9]([c:29]2[c:30]([F:36])[c:31]([Cl:35])[cH:32][cH:33][cH:34]2)[C:10]2([C:11](=[O:20])[NH:12][c:13]3[cH:14][c:15]([Cl:19])[cH:16][cH:17][c:18]32)[CH:21]([CH2:23][C:24]([CH2:25][O:26][C:44]([CH3:43])=[O:46])([CH3:27])[CH3:28])[NH:22]1. Starting materials: C1CCOC1, CC(C)(C)OC(=O)NCC(Sc1cc(Cl)ccc1C#N)c1ccccc1, [H-], CI, [Na+], O. The product is CN(CC(Sc1cc(Cl)ccc1C#N)c1ccccc1)C(=O)OC(C)(C)C. As a reaction SMILES: [CH2:32]1[O:33][CH2:34][CH2:35][CH2:36]1.[Cl:1][c:2]1[cH:3][cH:4][c:5]([C:25]#[N:26])[c:6]([S:8][CH:9]([CH2:10][NH:11][C:12]([O:13][C:14]([CH3:15])([CH3:16])[CH3:17])=[O:18])[c:19]2[cH:20][cH:21][cH:22][cH:23][cH:24]2)[cH:7]1.[H-:27].[I:29][CH3:30].[Na+:28].[OH2:31]>>[Cl:1][c:2]1[cH:3][cH:4][c:5]([C:25]#[N:26])[c:6]([S:8][CH:9]([CH2:10][N:11]([C:12]([O:13][C:14]([CH3:15])([CH3:16])[CH3:17])=[O:18])[CH3:30])[c:19]2[cH:20][cH:21][cH:22][cH:23][cH:24]2)[cH:7]1.